This data is from the Open Reaction Database (ORD), a public repository of structured organic reaction records. The task is: describe an organic reaction: reactants, conditions, products, and yield Reactants: [H-].[Al+3].[Li+].[H-].[H-].[H-] (lithium aluminum hydride), [Cl-].[Al+3].[Cl-].[Cl-] (aluminum chloride), C(C)OC(=O)C=1OC2=C(C1)C=C(C=C2)Br (5-bromo-benzofuran-2-carboxylic acid ethyl ester), [NH4+] (ammonium), [Cl-].[Al+3].[Cl-].[Cl-] (aluminum chloride). Solvent: O1CCCC1 (tetrahydrofuran), O1CCCC1 (tetrahydrofuran). Reaction conditions: temperature 0 celsius, time 20 minute. The product is BrC=1C=CC2=C(C=C(O2)CO)C1 ((5-Bromo-benzofuran-2-yl)-methanol). The yield is 92.3%. As a reaction SMILES: [H-].[Al+3].[Li+].[H-].[H-].[H-].[Cl-].[Al+3].[Cl-].[Cl-].C([O:13][C:14]([C:16]1[O:17][C:18]2[CH:24]=[CH:23][C:22]([Br:25])=[CH:21][C:19]=2[CH:20]=1)=O)C.[NH4+]>O1CCCC1>[Br:25][C:22]1[CH:23]=[CH:24][C:18]2[O:17][C:16]([CH2:14][OH:13])=[CH:20][C:19]=2[CH:21]=1 |f:0.1.2.3.4.5,6.7.8.9|. Procedure details: To a tetrahydrofuran (20 mL) solution of lithium aluminum hydride (706 mg, 18.6 mmol) was added aluminum chloride (2.98 g, 22.3 mmol), which was stirred until the aluminum chloride dissolved in tetrahydrofuran. Then, to the reaction mixture was added 5-bromo-benzofuran-2-carboxylic acid ethyl ester (1.00 g, 3.72 mmol) described in Production Example 56-1-1 at 0° C. followed by stirring at 0° C. for 20 minutes. To the reaction solution was added aqueous ammonium followed by filtering through Celi... Reactants: C(C)(=O)C1=NC=CC(=N1)C1=NC=CC=C1 (2-acetyl-4-(pyrid-2-yl)-pyrimidine), NO (hydroxylamine), C(C)(=O)[O-].[Na+] (sodium acetate). Solvent: C(C)O (ethanol), O (water), O (water). Yields the product C(C)(C1=NC=CC(=N1)C1=NC=CC=C1)=NO (2-acetyl-4-(pyrid-2-yl)-pyrimidine oxime). Isolated yield 91.1%. RXN SMILES: [C:1]([C:4]1[N:9]=[C:8]([C:10]2[CH:15]=[CH:14][CH:13]=[CH:12][N:11]=2)[CH:7]=[CH:6][N:5]=1)(=O)[CH3:2].[NH2:16][OH:17].C([O-])(=O)C.[Na+]>C(O)C.O>[C:1](=[N:16][OH:17])([C:4]1[N:9]=[C:8]([C:10]2[CH:15]=[CH:14][CH:13]=[CH:12][N:11]=2)[CH:7]=[CH:6][N:5]=1)[CH3:2] |f:2.3|. Procedure: A solution of 2-acetyl-4-(pyrid-2-yl)-pyrimidine (1.0 g), hydroxylamine (0.39 g) and sodium acetate (0.62 g) in a mixture of ethanol (10 ml) and water (2 ml) was heated to reflux for 1.5 hours. The reaction was then poured into water the precipitate filtered and washed with hexane to give 2-acetyl-4-(pyrid-2-yl)-pyrimidine oxime (0.98 g, 91% yield) as a white crystalline solid m.p. 196°-8° C.; 1H NMR: 2.50(3H,s); 7.42(1H,m); 7.88(1H,m); 8.30(1H,d); 8.59(1H,d); 8.74(1H,d); 8.90(1H,d); 10.85(1H,br... Reactants: ClC(Cl)Cl, O=C(O)C(F)(F)F, Cc1cc(C(F)(C(F)(F)F)C(F)(F)F)cc(C)c1NC(=O)c1cc(F)c(F)c(N)c1F, O, OO. The product is Cc1cc(C(F)(C(F)(F)F)C(F)(F)F)cc(C)c1NC(=O)c1cc(F)c(F)c([N+](=O)[O-])c1F. RXN SMILES: [CH:42]([Cl:43])([Cl:44])[Cl:45].[F:32][C:33]([F:34])([F:36])[C:37](=[O:35])[OH:38].[NH2:1][c:2]1[c:3]([F:31])[c:4]([C:5](=[O:6])[NH:7][c:8]2[c:9]([CH3:25])[cH:10][c:11]([C:15]([C:16]([F:17])([F:18])[F:19])([C:20]([F:21])([F:22])[F:23])[F:24])[cH:12][c:13]2[CH3:14])[cH:26][c:27]([F:30])[c:28]1[F:29].[OH2:41].[OH:39][OH:40]>>[N+:1]([c:2]1[c:3]([F:31])[c:4]([C:5](=[O:6])[NH:7][c:8]2[c:9]([CH3:25])[cH:10][c:11]([C:15]([C:16]([F:17])([F:18])[F:19])([C:20]([F:21])([F:22])[F:23])[F:24])[cH:12][c:13]2[CH3:14])[cH:26][c:27]([F:30])[c:28]1[F:29])([O-:35])=[O:41]. The reactants are COC(=O)c1ccc(C#CCNC(=O)OC(C)(C)C)s1, CO. Yields the product COC(=O)c1ccc(CCCNC(=O)OC(C)(C)C)s1. RXN SMILES: [CH3:1][O:2][C:3](=[O:4])[c:5]1[s:6][c:7]([C:10]#[C:11][CH2:12][NH:13][C:14](=[O:15])[O:16][C:17]([CH3:18])([CH3:19])[CH3:20])[cH:8][cH:9]1.[CH3:21][OH:22]>>[CH3:1][O:2][C:3](=[O:4])[c:5]1[s:6][c:7]([CH2:10][CH2:11][CH2:12][NH:13][C:14](=[O:15])[O:16][C:17]([CH3:18])([CH3:19])[CH3:20])[cH:8][cH:9]1. Starting materials: ClC=1C=NC(=C(C(=O)O)C1)N1CC(CC1)OC1=CC(=CC=C1)C(F)(F)F (5-chloro-2-(3-(3-(trifluoromethyl)phenoxy)pyrrolidin-1-yl)nicotinic acid), Cl.NC1(CC1)C1=CC=C(C(=O)OC)C=C1 (methyl 4-(1-aminocyclopropyl)benzoate hydrochloride). The product is ClC=1C=NC(=C(C(=O)NC2(CC2)C2=CC=C(C(=O)OC)C=C2)C1)N1CC(CC1)OC1=CC(=CC=C1)C(F)(F)F (methyl 4-(1-(5-chloro-2-(3-(3-(trifluoromethyl)phenoxy)pyrrolidin-1-yl)nicotinamido)cyclopropyl)benzoate). Isolated yield 87.8%. RXN SMILES: [Cl:1][C:2]1[CH:3]=[N:4][C:5]([N:11]2[CH2:15][CH2:14][CH:13]([O:16][C:17]3[CH:22]=[CH:21][CH:20]=[C:19]([C:23]([F:26])([F:25])[F:24])[CH:18]=3)[CH2:12]2)=[C:6]([CH:10]=1)[C:7]([OH:9])=O.Cl.[NH2:28][C:29]1([C:32]2[CH:41]=[CH:40][C:35]([C:36]([O:38][CH3:39])=[O:37])=[CH:34][CH:33]=2)[CH2:31][CH2:30]1>>[Cl:1][C:2]1[CH:3]=[N:4][C:5]([N:11]2[CH2:15][CH2:14][CH:13]([O:16][C:17]3[CH:22]=[CH:21][CH:20]=[C:19]([C:23]([F:25])([F:26])[F:24])[CH:18]=3)[CH2:12]2)=[C:6]([CH:10]=1)[C:7]([NH:28][C:29]1([C:32]2[CH:41]=[CH:40][C:35]([C:36]([O:38][CH3:39])=[O:37])=[CH:34][CH:33]=2)[CH2:31][CH2:30]1)=[O:9] |f:1.2|. Procedure details: The title compound (D195) (150 mg) was prepared according to the experimental procedure described in Description 146 starting from 5-chloro-2-(3-(3-(trifluoromethyl)phenoxy)pyrrolidin-1-yl)nicotinic acid (D137) (120 mg, 0.305 mmol) and methyl 4-(1-aminocyclopropyl)benzoate (D7) (65.57 mg, 0.305 mmol).